describe an organic reaction: reactants, conditions, products, and yield From a dataset of the Open Reaction Database (ORD), a public repository of structured organic reaction records. The reactants are C(C1=CC=CC=C1)(C1=CC=CC=C1)(C1=CC=CC=C1)NC=1SC=C(N1)C(C(=O)NC1[C@@H]2N(C(=C(CS2)CSC2=NN=C(S2)C)C(=O)O)C1=O)=NOC (7-[{2-(2-tritylamino-4-thiazolyl)-2-methoxyiminoacetyl}amino]-3-[(2-methyl-1,3,4-thiadiazol-5-yl)-thiomethyl]-ceph-3-eme-4carboxylic acid), C(=O)O (formic acid). The solvent is C(C)N(CC)CC (triethylamine), O (water), O (water). Reaction conditions: temperature 57 celsius. Yields the product NC=1SC=C(N1)C(C(=O)NC1[C@@H]2N(C(=C(CS2)CSC2=NN=C(S2)C)C(=O)O)C1=O)=NOC (7-[{2-(2-amino-4-thiazolyl)-2-methoxyiminoacetyl}amino]-3-[(2-methyl-1,3,4-thiadiazol-5-yl)-thiomethyl]-ceph-3-eme-4-carboxylic acid). The yield is 28.7%. RXN SMILES: C([NH:20][C:21]1[S:22][CH:23]=[C:24]([C:26](=[N:50][O:51][CH3:52])[C:27]([NH:29][CH:30]2[C:48](=[O:49])[N:32]3[C:33]([C:45]([OH:47])=[O:46])=[C:34]([CH2:37][S:38][C:39]4[S:43][C:42]([CH3:44])=[N:41][N:40]=4)[CH2:35][S:36][C@H:31]23)=[O:28])[N:25]=1)(C1C=CC=CC=1)(C1C=CC=CC=1)C1C=CC=CC=1.C(O)=O>O.C(N(CC)CC)C>[NH2:20][C:21]1[S:22][CH:23]=[C:24]([C:26](=[N:50][O:51][CH3:52])[C:27]([NH:29][CH:30]2[C:48](=[O:49])[N:32]3[C:33]([C:45]([OH:47])=[O:46])=[C:34]([CH2:37][S:38][C:39]4[S:43][C:42]([CH3:44])=[N:41][N:40]=4)[CH2:35][S:36][C@H:31]23)=[O:28])[N:25]=1. Procedure details: A mixture of 1.4 g of the product of Example 1 and 5 ml of 50% aqueous formic acid was heated at 57° C. for 15 minutes and 5 ml of water were added. The mixture was cooled to room temperature and was vacuum filtered. The product was washed with ethanol and ether to obtain 0.687 g of raw product which was dissolved in 7 ml of water and 0.2 ml of triethylamine. The mixture was vacuum filtered and the filter was rinsed. The filtrate was acidified with 0.2 ml of 50% aqueous formic acid and the mixtu... Reactants: COc1c(Br)c(COC23CC4CC(CC(C4)C2)C3)nn1C1CCCCC1, [Li]CCCC, CCOC(=O)c1cccc(N=C=O)c1. The product is CCOC(=O)c1cccc(NC(=O)c2c(COC34CC5CC(CC(C5)C3)C4)nn(C3CCCCC3)c2OC)c1. Reaction SMILES: [C:1]12([O:11][CH2:12][c:13]3[n:14][n:15]([CH:21]4[CH2:22][CH2:23][CH2:24][CH2:25][CH2:26]4)[c:16]([O:19][CH3:20])[c:17]3[Br:18])[CH2:2][CH:3]3[CH2:4][CH:5]([CH2:6][CH:7]([CH2:8]1)[CH2:9]3)[CH2:10]2.[CH2:27]([Li:28])[CH2:29][CH2:30][CH3:31].[CH2:32]([CH3:33])[O:34][C:35](=[O:36])[c:37]1[cH:38][c:39]([N:43]=[C:44]=[O:45])[cH:40][cH:41][cH:42]1>>[C:1]12([O:11][CH2:12][c:13]3[n:14][n:15]([CH:21]4[CH2:22][CH2:23][CH2:24][CH2:25][CH2:26]4)[c:16]([O:19][CH3:20])[c:17]3[C:44]([NH:43][c:39]3[cH:38][c:37]([C:35]([O:34][CH2:32][CH3:33])=[O:36])[cH:42][cH:41][cH:40]3)=[O:45])[CH2:2][CH:3]3[CH2:4][CH:5]([CH2:6][CH:7]([CH2:8]1)[CH2:9]3)[CH2:10]2. Reactants: [Cl-].[Cl-].[Ca+2] (CaCl2), [H-].[Na+] (NaH), C(C1=CC=CC=C1)OC1=CC=C(C=C1)N1C(NC=2C1=NC=CC2)=O (3-[4-(benzyloxy)phenyl]-1,3-dihydro-2H-imidazo[4,5-b]pyridin-2-one), ICCC (1-iodopropane). The solvent is CN(C)C=O (DMF), CO (MeOH). Product: C(C1=CC=CC=C1)OC1=CC=C(C=C1)N1C(N(C=2C1=NC=CC2)CCC)=O (3-[4-(benzyloxy)phenyl]-1-propyl-1,3-dihydro-2H-imidazo[4,5-b]pyridin-2-one). As a reaction SMILES: [H-].[Na+].[CH2:3]([O:10][C:11]1[CH:16]=[CH:15][C:14]([N:17]2[C:21]3=[N:22][CH:23]=[CH:24][CH:25]=[C:20]3[NH:19][C:18]2=[O:26])=[CH:13][CH:12]=1)[C:4]1[CH:9]=[CH:8][CH:7]=[CH:6][CH:5]=1.I[CH2:28][CH2:29][CH3:30].[Cl-].[Cl-].[Ca+2]>CN(C=O)C.CO>[CH2:3]([O:10][C:11]1[CH:12]=[CH:13][C:14]([N:17]2[C:21]3=[N:22][CH:23]=[CH:24][CH:25]=[C:20]3[N:19]([CH2:28][CH2:29][CH3:30])[C:18]2=[O:26])=[CH:15][CH:16]=1)[C:4]1[CH:9]=[CH:8][CH:7]=[CH:6][CH:5]=1 |f:0.1,4.5.6|. Reported procedure: NaH (1.260 g) was added to a solution of 3-[4-(benzyloxy)phenyl]-1,3-dihydro-2H-imidazo[4,5-b]pyridin-2-one (5 g) and 1-iodopropane (3.07 mL) in DMF (50 mL) at room temperature. The mixture was stirred at room temperature under a dry atmosphere (CaCl2 tube) for 1 h. The reaction mixture was diluted with MeOH and concentrated in vacuo. The residue was purified by column chromatography (NH silica gel, eluted with 0%-50% EtOAc in hexane) to give 3-[4-(benzyloxy)phenyl]-1-propyl-1,3-dihydro-2H-imida...